Dataset: the Open Reaction Database (ORD), a public repository of structured organic reaction records. Task: describe an organic reaction: reactants, conditions, products, and yield The reactants are CC(C)n1cc(Br)c2c(Cl)ncnc21, [Li]CCCC, CCOCC, CON(C)C(=O)c1cccc([N+](=O)[O-])c1C. Yields the product Cc1c(C(=O)c2cn(C(C)C)c3ncnc(Cl)c23)cccc1[N+](=O)[O-]. RXN SMILES: [Br:6][c:7]1[cH:8][n:9]([CH:17]([CH3:18])[CH3:19])[c:10]2[n:11][cH:12][n:13][c:14]([Cl:16])[c:15]12.[CH2:1]([Li:2])[CH2:3][CH2:4][CH3:5].[CH2:36]([O:37][CH2:38][CH3:39])[CH3:40].[CH3:20][O:21][N:22]([C:23]([c:24]1[c:25]([CH3:33])[c:26]([N+:30](=[O:31])[O-:32])[cH:27][cH:28][cH:29]1)=[O:34])[CH3:35]>>[c:7]1([C:23]([c:24]2[c:25]([CH3:33])[c:26]([N+:30](=[O:31])[O-:32])[cH:27][cH:28][cH:29]2)=[O:34])[cH:8][n:9]([CH:17]([CH3:18])[CH3:19])[c:10]2[n:11][cH:12][n:13][c:14]([Cl:16])[c:15]12. Starting materials: N1=CC(=CC=C1)[C@@H]1C=C[C@H](C1)O ((1S,4S)-4-(3-pyridyl)-2-cyclopenten-1-ol). Reagents/catalysts: [Pd] (Pd/C). Run in CCO (EtOH). Conditions: time 3 hour. The product is N1=CC(=CC=C1)[C@H]1C[C@@H](CC1)O ((1R,3R)-3-(3-pyridyl)cyclopentanol). The yield is 97.0%. As a reaction SMILES: [N:1]1[CH:6]=[CH:5][CH:4]=[C:3]([C@H:7]2[CH2:11][C@H:10]([OH:12])[CH:9]=[CH:8]2)[CH:2]=1>CCO.[Pd]>[N:1]1[CH:6]=[CH:5][CH:4]=[C:3]([C@@H:7]2[CH2:8][CH2:9][C@@H:10]([OH:12])[CH2:11]2)[CH:2]=1. Procedure details: A mixture of (1S,4S)-4-(3-pyridyl)-2-cyclopenten-1-ol (1.86 g, 11.5 mmol) and 10% Pd/C (186 mg) in EtOH (35 mL) was stirred under hydrogen atmosphere for 3 h. The catalyst was removed by filtration over Celite and the filtrate was concentrated in vacuo. (1R,3R)-3-(3-pyridyl)cyclopentanol (1.82 g, 97%) was yield as yellow oil.